This data is from the Open Reaction Database (ORD), a public repository of structured organic reaction records. The task is: describe an organic reaction: reactants, conditions, products, and yield Reactants: [Li]CCCC, CCNc1cccc(SCc2ccccc2)n1, CCCCCC, CC(C)S(=O)(=O)Cl, Cl, C1CCOC1, O. Product: CCN(c1cccc(SCc2ccccc2)n1)S(=O)(=O)C(C)C. Reaction SMILES: [CH2:18]([Li:19])[CH2:20][CH2:21][CH3:22].[CH2:1]([c:2]1[cH:3][cH:4][cH:5][cH:6][cH:7]1)[S:8][c:9]1[n:10][c:11]([NH:15][CH2:16][CH3:17])[cH:12][cH:13][cH:14]1.[CH3:32][CH2:33][CH2:34][CH2:35][CH2:36][CH3:37].[CH:23]([CH3:24])([CH3:25])[S:26](=[O:27])(=[O:28])[Cl:29].[ClH:30].[O:38]1[CH2:39][CH2:40][CH2:41][CH2:42]1.[OH2:31]>>[CH2:1]([c:2]1[cH:3][cH:4][cH:5][cH:6][cH:7]1)[S:8][c:9]1[n:10][c:11]([N:15]([CH2:16][CH3:17])[S:26]([CH:23]([CH3:24])[CH3:25])(=[O:27])=[O:28])[cH:12][cH:13][cH:14]1. Starting materials: CNC(=S)NCCCSCC1=C(N=CN1)C (N-methyl-N'-[3-((4-methyl-5-imidazolyl)methylthio)propyl]thiourea), Cl (hydrogen chloride), Cl.Cl.ONC(=NCCSCC1=C(N=CN1)C)NC (N-Hydroxy-N'-methyl-N"-[2-((4-methyl-5-imidazolyl)methylthio)ethyl]guanidine dihydrochloride). Yields the product Cl.Cl.CNC(SC)=NCCCSCC1=C(N=CN1)C (N,S-dimethyl-N'-[3-((4-methyl-5-imidazolyl)methylthio)propyl]isothiourea dihydrochloride), NO (hydroxylamine), Cl.Cl.Cl.ON(C(=NCCSCC1=C(N=CN1)C)N)CCSCC1=C(N=CN1)C (N-Hydroxy-N,N"-bis[2-((4-methyl-5-imidazolyl)methylthio)ethyl]guanidine trihydrochloride). RXN SMILES: [CH3:1][NH:2][C:3]([NH:5][CH2:6][CH2:7][CH2:8][S:9][CH2:10][C:11]1[NH:15][CH:14]=[N:13][C:12]=1[CH3:16])=[S:4].[ClH:17].Cl.Cl.[OH:20][NH:21][C:22]([NH:34]C)=[N:23][CH2:24][CH2:25][S:26][CH2:27][C:28]1[NH:32][CH:31]=[N:30][C:29]=1[CH3:33]>>[ClH:17].[ClH:17].[CH3:1][NH:2][C:3](=[N:5][CH2:6][CH2:7][CH2:8][S:9][CH2:10][C:11]1[NH:15][CH:14]=[N:13][C:12]=1[CH3:16])[S:4][CH3:22].[NH2:21][OH:20].[ClH:17].[ClH:17].[ClH:17].[OH:20][N:21]([CH2:7][CH2:8][S:9][CH2:10][C:11]1[NH:15][CH:14]=[N:13][C:12]=1[CH3:16])[C:22]([NH2:34])=[N:23][CH2:24][CH2:25][S:26][CH2:27][C:28]1[NH:32][CH:31]=[N:30][C:29]=1[CH3:33] |f:2.3.4,5.6.7,9.10.11.12|. Procedure details: Reaction of N-methyl-N'-[3-((4-methyl-5-imidazolyl)methylthio)propyl]thiourea with methanolic hydrogen chloride by the method of Example 1 (i) yielded N,S-dimethyl-N'-[3-((4-methyl-5-imidazolyl)methylthio)propyl]isothiourea dihydrochloride which on treatment with hydroxylamine by the procedure of Example 1 (ii) gave the title product. Reactants: solution, C(C)(C)[Mg]Cl (isopropylmagnesium chloride), [Cl-].[NH4+] (ammonium chloride), COC([C@@H](NC(C)=O)CC1=CC=CC=C1)=O (N-acetylphenylalanine methyl ester), Cl (hydrochloric acid). Run in O1CCCC1 (tetrahydrofuran), O1CCCC1 (tetrahydrofuran). Run at time 15 minute. Yields the product C(C)(=O)NC(C(C(C)C)=O)CC1=CC=CC=C1 (4-Acetylamino-2-methyl-5-phenyl-3-pentanone). Reaction SMILES: CO[C:3](=[O:16])[C@H:4]([CH2:9][C:10]1[CH:15]=[CH:14][CH:13]=[CH:12][CH:11]=1)[NH:5][C:6](=[O:8])[CH3:7].[CH:17]([Mg]Cl)([CH3:19])[CH3:18].[Cl-].[NH4+].Cl>O1CCCC1>[C:6]([NH:5][CH:4]([CH2:9][C:10]1[CH:11]=[CH:12][CH:13]=[CH:14][CH:15]=1)[C:3](=[O:16])[CH:17]([CH3:19])[CH3:18])(=[O:8])[CH3:7] |f:2.3|. Reported procedure: A solution of 2.30 g of N-acetylphenylalanine methyl ester (10.40 mmol) in 15 ml of tetrahydrofuran is chilled at -60° C. with dry ice/acetone bath. To the mixture is added dropwise 10.40 ml of 2M solution of isopropylmagnesium chloride in tetrahydrofuran (20.8 mmol) with stirring and the mixture allowed to stand for 15 minutes and returned to room temperature. The mixture was stirred for 3 hours. To the mixture is added saturated aqueous ammonium chloride under ice cooling, followed by the addi... The reactants are C1CCC2=NCCCN2CC1, CCc1ccc(CC(O)c2n[nH]c3cc(Cl)ccc23)nc1, ClCCl, CS(=O)(=O)Cl. Yields the product CCc1ccc(C=Cc2n[nH]c3cc(Cl)ccc23)nc1. Reaction SMILES: [CH2:27]1[CH2:28][CH2:29][C:30]2=[N:35][CH2:34][CH2:33][CH2:32][N:31]2[CH2:36][CH2:37]1.[Cl:1][c:2]1[cH:3][cH:4][c:5]2[c:6]([CH:11]([CH2:12][c:13]3[n:14][cH:15][c:16]([CH2:19][CH3:20])[cH:17][cH:18]3)[OH:21])[n:7][nH:8][c:9]2[cH:10]1.[Cl:38][CH2:39][Cl:40].[S:22]([Cl:23])([CH3:24])(=[O:25])=[O:26]>>[Cl:1][c:2]1[cH:3][cH:4][c:5]2[c:6]([CH:11]=[CH:12][c:13]3[n:14][cH:15][c:16]([CH2:19][CH3:20])[cH:17][cH:18]3)[n:7][nH:8][c:9]2[cH:10]1. Starting materials: C1(=CC=C(C=C1)C1=CC(=NN1)NCC1=NNC(=C1)NCC1=NNC(=C1)C1=CC=C(C=C1)C)C (5-p-Tolyl-N-((5-((5-p-tolyl-1H-pyrazol-3-yl)methylamino)-1H-pyrazol-3-yl)methyl)-1H-pyrazol-3-amine), Cl (HCl). The product is Cl.Cl.Cl.C1(=CC=C(C=C1)C1=CC(=NN1)NCC1=NNC(=C1)NCC1=NNC(=C1)C1=CC=C(C=C1)C)C (5-p-tolyl-N-((5-((5-p-tolyl-1H-pyrazol-3-yl)methylamino)-1H-pyrazol-3-yl)methyl)-1H-pyrazol-3-amine trihydrochloride). As a reaction SMILES: [C:1]1([CH3:33])[CH:6]=[CH:5][C:4]([C:7]2[NH:11][N:10]=[C:9]([NH:12][CH2:13][C:14]3[CH:18]=[C:17]([NH:19][CH2:20][C:21]4[CH:25]=[C:24]([C:26]5[CH:31]=[CH:30][C:29]([CH3:32])=[CH:28][CH:27]=5)[NH:23][N:22]=4)[NH:16][N:15]=3)[CH:8]=2)=[CH:3][CH:2]=1.[ClH:34]>>[ClH:34].[ClH:34].[ClH:34].[C:1]1([CH3:33])[CH:2]=[CH:3][C:4]([C:7]2[NH:11][N:10]=[C:9]([NH:12][CH2:13][C:14]3[CH:18]=[C:17]([NH:19][CH2:20][C:21]4[CH:25]=[C:24]([C:26]5[CH:31]=[CH:30][C:29]([CH3:32])=[CH:28][CH:27]=5)[NH:23][N:22]=4)[NH:16][N:15]=3)[CH:8]=2)=[CH:5][CH:6]=1 |f:2.3.4.5|. Procedure details: 5-p-Tolyl-N-((5-((5-p-tolyl-1H-pyrazol-3-yl)methylamino)-1H-pyrazol-3-yl)methyl)-1H-pyrazol-3-amine (10 mg, 0.023 mmol) was recrystallized in methanolic HCl (3 N, 0.5 mL). The solid was filtered, washed with Et2O and dried in vacuo to give a white solid. Mp.=167° C. Reactants: FC1=CC=C(C=NC2=CC=C(C=C2)SC)C=C1 (N-(4-fluorobenzylidene)-4-methylthioaniline), C[Si](C)(C)C#N (trimethylsilyl cyanide). Product: FC1=CC=C(C=C1)C(C#N)NC1=CC=C(C=C1)SC (α-(4-Fluorophenyl)-α-(4-methylthioanilino)acetonitrile), powder. Yield: 96.0%. Reaction SMILES: [F:1][C:2]1[CH:17]=[CH:16][C:5]([CH:6]=[N:7][C:8]2[CH:13]=[CH:12][C:11]([S:14][CH3:15])=[CH:10][CH:9]=2)=[CH:4][CH:3]=1.C[Si]([C:22]#[N:23])(C)C>>[F:1][C:2]1[CH:17]=[CH:16][C:5]([CH:6]([NH:7][C:8]2[CH:13]=[CH:12][C:11]([S:14][CH3:15])=[CH:10][CH:9]=2)[C:22]#[N:23])=[CH:4][CH:3]=1. Reported procedure: Following a procedure similar to that described in Example 1(ii), but using N-(4-fluorobenzylidene)-4-methylthioaniline [prepared as described in step (i) above] and trimethylsilyl cyanide as starting materials, the title compound was obtained as a pale yellow powder (yield 96%). Reactants: CC(C)(C)c1ccc(O)c(C(C)(C)C)c1, C1N2CN3CN1CN(C2)C3, CC(=O)O, O. Yields the product CC(C)(C)c1cc(C=O)c(O)c(C(C)(C)C)c1. RXN SMILES: [C:1]([CH3:2])([CH3:3])([CH3:4])[c:5]1[c:6]([OH:15])[cH:7][cH:8][c:9]([C:11]([CH3:12])([CH3:13])[CH3:14])[cH:10]1.[CH2:16]1[N:17]2[CH2:18][N:19]3[CH2:20][N:21]([CH2:22]2)[CH2:23][N:24]1[CH2:25]3.[CH3:27][C:28](=[O:29])[OH:30].[OH2:26]>>[C:1]([CH3:2])([CH3:3])([CH3:4])[c:5]1[c:6]([OH:15])[c:7]([CH:16]=[O:26])[cH:8][c:9]([C:11]([CH3:12])([CH3:13])[CH3:14])[cH:10]1. Starting materials: CC1=NCCC2=CC=C(C=C12)F (1-methyl-7-fluoro-3,4-dihydroisoquinoline), [BH4-].[Na+] (sodium borohydride), Cl (hydrochloric acid). Solvent: CO (methanol). Conditions: time 3 hour. The product is CC1NCCC2=CC=C(C=C12)F (1-methyl-7-fluoro-1,2,3,4-tetrahydroisoquinoline). Isolated yield 82.4%. RXN SMILES: [CH3:1][C:2]1[C:11]2[C:6](=[CH:7][CH:8]=[C:9]([F:12])[CH:10]=2)[CH2:5][CH2:4][N:3]=1.[BH4-].[Na+].Cl>CO>[CH3:1][CH:2]1[C:11]2[C:6](=[CH:7][CH:8]=[C:9]([F:12])[CH:10]=2)[CH2:5][CH2:4][NH:3]1 |f:1.2|. Reported procedure: To the solution of 1-methyl-7-fluoro-3,4-dihydroisoquinoline (2.4 g, 14.7 mmol) prepared in Step 2 in methanol (10 ml), sodium borohydride (0.28 g, 1 eq.) was portionwise added. The reaction mixture was stirred for 3 hours and 1N hydrochloric acid solution (20 ml) was added thereto. The reaction mixture was washed with dichloromethane. The water layer was adjusted to pH 12 with potassium hydroxide solution and extracted with dichloromethane. The extract was washed with water, dried over anhydrou... Starting materials: C(C)(=O)O[C@H]1[C@@H](O[C@@H]([C@H]([C@@H]1OC(C)=O)OC(C)=O)COC(C)=O)OC1=CC=CC2=C1C(=CO2)CCC2=CC(=CC=C2)OCCO (4-(2,3,4,6-tetra-O-acetyl-β-D-glucopyranosyloxy)-3-{2-[3-(2-hydroxyethoxy)phenyl]ethyl}benzofuran), NC(CO)CO (2-amino-1,3-propanediol), NCCO (2-aminoethanol). The product is [C@@H]1([C@H](O)[C@@H](O)[C@H](O)[C@H](O1)CO)OC1=CC=CC2=C1C(=CO2)CCC2=CC(=CC=C2)OCCNC(CO)CO (4-(β-D-Glucopyranosyloxy)-3-[2-(3-(2-[2-hydroxy-1-(hydroxymethyl)ethylamino]ethoxy)phenyl)ethyl]benzofuran). Reaction SMILES: C([O:4][C@@H:5]1[C@@H:10]([O:11]C(=O)C)[C@H:9]([O:15]C(=O)C)[C@@H:8]([CH2:19][O:20]C(=O)C)[O:7][C@H:6]1[O:24][C:25]1[C:30]2[C:31]([CH2:34][CH2:35][C:36]3[CH:41]=[CH:40][CH:39]=[C:38]([O:42][CH2:43][CH2:44]O)[CH:37]=3)=[CH:32][O:33][C:29]=2[CH:28]=[CH:27][CH:26]=1)(=O)C.[NH2:46][CH:47]([CH2:50][OH:51])[CH2:48][OH:49].NCCO>>[C@@H:6]1([O:24][C:25]2[C:30]3[C:31]([CH2:34][CH2:35][C:36]4[CH:41]=[CH:40][CH:39]=[C:38]([O:42][CH2:43][CH2:44][NH:46][CH:47]([CH2:50][OH:51])[CH2:48][OH:49])[CH:37]=4)=[CH:32][O:33][C:29]=3[CH:28]=[CH:27][CH:26]=2)[O:7][C@H:8]([CH2:19][OH:20])[C@@H:9]([OH:15])[C@H:10]([OH:11])[C@H:5]1[OH:4]. Procedure: The title compound was prepared in a similar manner to that described in Example 21 using 4-(2,3,4,6-tetra-O-acetyl-β-D-glucopyranosyloxy)-3-{2-[3-(2-hydroxyethoxy)phenyl]ethyl}benzofuran and 2-amino-1,3-propanediol instead of 4-(2,3,4,6-tetra-O-acetyl-β-D-glucopyranosyloxy)-3-{2-[4-(3-hydroxypropoxy)phenyl]ethyl}benzofuran and 2-aminoethanol, respectively. The reactants are C(C)(=O)OC=1C=C(C(=CC1)C1=CC=CC=C1)C(=O)O (p-acetyloxybiphenylcarboxylic acid), O=S(Cl)Cl (SOCl2). The product is C(C)(=O)OC=1C=C(C(=CC1)C1=CC=CC=C1)C(=O)Cl (p-acetyloxybiphenylcarboxylic acid chloride). Isolated yield 114.3%. Reaction SMILES: [C:1]([O:4][C:5]1[CH:6]=[C:7]([C:17]([OH:19])=O)[C:8]([C:11]2[CH:16]=[CH:15][CH:14]=[CH:13][CH:12]=2)=[CH:9][CH:10]=1)(=[O:3])[CH3:2].O=S(Cl)[Cl:22]>>[C:1]([O:4][C:5]1[CH:6]=[C:7]([C:17]([Cl:22])=[O:19])[C:8]([C:11]2[CH:16]=[CH:15][CH:14]=[CH:13][CH:12]=2)=[CH:9][CH:10]=1)(=[O:3])[CH3:2]. Procedure details: 5.7 g (2.23×10-2 mol) of p-acetyloxybiphenylcarboxylic acid was added to 20 g (1.68×10-1 mol) of SOCl2 and the mixture was heated at reflux for 3.5 hours. After cooling, the solvent was evaporated to give 7.0 g of p-acetyloxybiphenylcarboxylic acid chloride.